This data is from the Open Reaction Database (ORD), a public repository of structured organic reaction records. The task is: describe an organic reaction: reactants, conditions, products, and yield Solvent: CCOCC (ether), CS(=O)C (dimethylsulphoxide). The product is BrC1=CC=C(C=C1)SC1CC1 (1-Bromo-4-cyclopropylsulfanyl-benzene). Run at time 15 minute. Reported procedure: To a degassed solution of potassium tert-butoxide (2.08 g, 18.51 mmol) in dry dimethylsulphoxide (6 mL), 4-bromo-benzenethiol (3.5 g, 18.5 mmol) was added and the mixture was stirred for 15 min at ambient temperature under nitrogen. Bromocyclopropane (4.4 mL, 55.5 mmol) was added afterwards and the reaction mixture was heated at 80° C. for 24 h in a sealed vessel. The mixture was cooled, diluted with ether (150 mL) and washed with water (100 mL). The aqueous layer was extracted with ether (3×50 ... As a reaction SMILES: [CH3:1][C:2]([CH3:5])([O-])C.[K+].[Br:7][C:8]1[CH:13]=[CH:12][C:11]([SH:14])=[CH:10][CH:9]=1.BrC1CC1>CS(C)=O.CCOCC>[Br:7][C:8]1[CH:13]=[CH:12][C:11]([S:14][CH:5]2[CH2:2][CH2:1]2)=[CH:10][CH:9]=1 |f:0.1|. The reactants are CC(C)([O-])C.[K+] (potassium tert-butoxide), BrC1=CC=C(C=C1)S (4-bromo-benzenethiol), BrC1CC1 (Bromocyclopropane).